The task is: describe an organic reaction: reactants, conditions, products, and yield. This data is from the Open Reaction Database (ORD), a public repository of structured organic reaction records. Reactants: CCN(CC)C1CCN(CC(C(=O)Nc2ccc(Cl)cc2)c2ccc(C=CC(=O)Nc3ccccc3NC(=O)OC(C)(C)C)cc2)C1, ClCCl, O=C(O)C(F)(F)F, [Na+], O=C([O-])O. Yields the product CCN(CC)C1CCN(CC(C(=O)Nc2ccc(Cl)cc2)c2ccc(C=CC(=O)Nc3ccccc3N)cc2)C1. Reaction SMILES: [C:1]([O:2][C:3](=[O:4])[NH:7][c:8]1[c:9]([NH:14][C:15]([CH:16]=[CH:17][c:18]2[cH:19][cH:20][c:21]([CH:24]([CH2:25][N:26]3[CH2:27][CH:28]([N:31]([CH2:32][CH3:33])[CH2:34][CH3:35])[CH2:29][CH2:30]3)[C:36]([NH:37][c:38]3[cH:39][cH:40][c:41]([Cl:44])[cH:42][cH:43]3)=[O:45])[cH:22][cH:23]2)=[O:46])[cH:10][cH:11][cH:12][cH:13]1)([CH3:5])([CH3:6])[CH3:47].[Cl:60][CH2:61][Cl:62].[F:48][C:49]([F:50])([F:51])[C:52]([OH:53])=[O:54].[Na+:59].[O-:55][C:56]([OH:57])=[O:58]>>[NH2:7][c:8]1[c:9]([NH:14][C:15]([CH:16]=[CH:17][c:18]2[cH:19][cH:20][c:21]([CH:24]([CH2:25][N:26]3[CH2:27][CH:28]([N:31]([CH2:32][CH3:33])[CH2:34][CH3:35])[CH2:29][CH2:30]3)[C:36]([NH:37][c:38]3[cH:39][cH:40][c:41]([Cl:44])[cH:42][cH:43]3)=[O:45])[cH:22][cH:23]2)=[O:46])[cH:10][cH:11][cH:12][cH:13]1. Starting materials: BrC1=C2C=CC=CC2=C(C2=C1SC(=C2C)C)C2=CC=C(C=C2)OC(C)=O (acetic acid 4-(9-bromo-2,3-dimethyl-naphtho[2,3-b]thiophen-4-yl)-phenyl ester), S(=O)(=O)(Cl)Cl (sulfuryl chloride), ice. Solvent: C(Cl)Cl (methylene chloride). Yields the product BrC1=C2C=CC=CC2=C(C2=C1SC(=C2C)CCl)C2=CC=C(C=C2)OC(C)=O (Acetic acid 4-(9-bromo-2-chloromethyl-3-methyl-naphtho[2,3-b]thiophen-4-yl)-phenyl ester). Yield: 59.5%. As a reaction SMILES: [Br:1][C:2]1[C:11]2[S:12][C:13]([CH3:16])=[C:14]([CH3:15])[C:10]=2[C:9]([C:17]2[CH:22]=[CH:21][C:20]([O:23][C:24](=[O:26])[CH3:25])=[CH:19][CH:18]=2)=[C:8]2[C:3]=1[CH:4]=[CH:5][CH:6]=[CH:7]2.S(Cl)([Cl:30])(=O)=O>C(Cl)Cl>[Br:1][C:2]1[C:11]2[S:12][C:13]([CH2:16][Cl:30])=[C:14]([CH3:15])[C:10]=2[C:9]([C:17]2[CH:22]=[CH:21][C:20]([O:23][C:24](=[O:26])[CH3:25])=[CH:19][CH:18]=2)=[C:8]2[C:3]=1[CH:4]=[CH:5][CH:6]=[CH:7]2. Reported procedure: To a cold (ice bath) solution of acetic acid 4-(9-bromo-2,3-dimethyl-naphtho[2,3-b]thiophen-4-yl)-phenyl ester (4.00 g, 9.4 mmol) in anhydrous methylene chloride (41 mL) was added sulfuryl chloride (0.76 mL, 10.3 mmol) dropwise over a period of 10 minutes. After stirring 1 hour in the ice bath the reaction was quenched with water (100 mL) and diluted with diethyl ether. After filtering, the layers were separated. Silica gel was added to the organic layer and the solvents were removed. The adsorb... Reactants: C1COCCN1, CC(CCCBr)N(c1cc(Cl)ccc1F)S(=O)(=O)c1ccc(Cl)cc1. The product is CC(CCCC1CNCCO1)N(c1cc(Cl)ccc1F)S(=O)(=O)c1ccc(Cl)cc1. Reaction SMILES: [CH2:26]1[CH2:27][O:28][CH2:29][CH2:30][NH:31]1.[Cl:1][c:2]1[cH:3][cH:4][c:5]([S:8](=[O:9])(=[O:10])[N:11]([CH:12]([CH2:13][CH2:14][CH2:15][Br:16])[CH3:17])[c:18]2[c:19]([F:25])[cH:20][cH:21][c:22]([Cl:24])[cH:23]2)[cH:6][cH:7]1>>[Cl:1][c:2]1[cH:3][cH:4][c:5]([S:8](=[O:9])(=[O:10])[N:11]([CH:12]([CH2:13][CH2:14][CH2:15][CH:27]2[CH2:26][NH:31][CH2:30][CH2:29][O:28]2)[CH3:17])[c:18]2[c:19]([F:25])[cH:20][cH:21][c:22]([Cl:24])[cH:23]2)[cH:6][cH:7]1. Starting materials: BrCC=1C=C(C=CC1)NC(=O)NC1=CC=C(C=C1)OCCCCCCCCCCCCCC (N-[3-(bromomethyl)phenyl]-N'-[4-(tetradecyloxy)phenyl]urea), CC1=CN=CS1 (5-methylthiazole). The solvent is O1CCCC1 (tetrahydrofuran). Yields the product [Br-].CC1=C[N+](=CS1)CC1=CC(=CC=C1)NC(=O)NC1=CC=C(C=C1)OCCCCCCCCCCCCCC (5-Methyl-3-[[3-[[[[4-(tetradecyloxy)phenyl]amino]carbonyl]amino]phenyl]methyl]thiazolium bromide). The yield is 98.6%. As a reaction SMILES: [Br:1][CH2:2][C:3]1[CH:4]=[C:5]([NH:9][C:10]([NH:12][C:13]2[CH:18]=[CH:17][C:16]([O:19][CH2:20][CH2:21][CH2:22][CH2:23][CH2:24][CH2:25][CH2:26][CH2:27][CH2:28][CH2:29][CH2:30][CH2:31][CH2:32][CH3:33])=[CH:15][CH:14]=2)=[O:11])[CH:6]=[CH:7][CH:8]=1.[CH3:34][C:35]1[S:39][CH:38]=[N:37][CH:36]=1>O1CCCC1>[Br-:1].[CH3:34][C:35]1[S:39][CH:38]=[N+:37]([CH2:2][C:3]2[CH:8]=[CH:7][CH:6]=[C:5]([NH:9][C:10]([NH:12][C:13]3[CH:18]=[CH:17][C:16]([O:19][CH2:20][CH2:21][CH2:22][CH2:23][CH2:24][CH2:25][CH2:26][CH2:27][CH2:28][CH2:29][CH2:30][CH2:31][CH2:32][CH3:33])=[CH:15][CH:14]=3)=[O:11])[CH:4]=2)[CH:36]=1 |f:3.4|. Procedure details: A mixture of 4 g of N-[3-(bromomethyl)phenyl]-N'-[4-(tetradecyloxy)phenyl]urea and 2.3 g of 5-methylthiazole in 60 ml of tetrahydrofuran is refluxed for 4 hours. The solvent is evaporated, toluene added to the residue and evaporated to a residue. The residue is stirred with ether and the solid collected, washed with fresh ether and dried under vacuum to give 4.7 g of the desired product as a white powder, m.p. 165°-168° C.